This data is from the Open Reaction Database (ORD), a public repository of structured organic reaction records. The task is: describe an organic reaction: reactants, conditions, products, and yield The reactants are CN(C)c1ccccc1, COC(=O)Cc1cnc(Cc2ccc([N+](=O)[O-])cc2)nc1O, O=P(Cl)(Cl)Cl. The product is COC(=O)Cc1cnc(Cc2ccc([N+](=O)[O-])cc2)nc1Cl. Reaction SMILES: [CH3:28][N:29]([c:30]1[cH:31][cH:32][cH:33][cH:34][cH:35]1)[CH3:36].[OH:1][c:2]1[n:3][c:4]([CH2:13][c:14]2[cH:15][cH:16][c:17]([N+:20](=[O:21])[O-:22])[cH:18][cH:19]2)[n:5][cH:6][c:7]1[CH2:8][C:9](=[O:10])[O:11][CH3:12].[P:23]([Cl:24])([Cl:25])([Cl:26])=[O:27]>>[c:2]1([Cl:25])[n:3][c:4]([CH2:13][c:14]2[cH:15][cH:16][c:17]([N+:20](=[O:21])[O-:22])[cH:18][cH:19]2)[n:5][cH:6][c:7]1[CH2:8][C:9](=[O:10])[O:11][CH3:12].